The task is: describe an organic reaction: reactants, conditions, products, and yield. This data is from the Open Reaction Database (ORD), a public repository of structured organic reaction records. Product: O=S1(=O)CCCN1c1ccc(Br)cc1. Reaction SMILES: [Br:1][c:2]1[cH:3][cH:4][c:5]([NH:8][S:9](=[O:10])(=[O:11])[CH2:12][CH2:13][CH2:14][Cl:15])[cH:6][cH:7]1.[C:16](=[O:17])([O-:18])[O-:19].[Cs+:20].[Cs+:21].[O:22]=[CH:23][N:24]([CH3:25])[CH3:26]>>[Br:1][c:2]1[cH:3][cH:4][c:5]([N:8]2[S:9](=[O:10])(=[O:11])[CH2:12][CH2:13][CH2:14]2)[cH:6][cH:7]1. The reactants are O=S(=O)(CCCCl)Nc1ccc(Br)cc1, O=C([O-])[O-], [Cs+], [Cs+], CN(C)C=O. Reactants: CI (methyl iodide), CN(C)P(=O)(N(C)C)N(C)C (HMPA), C(C)(C)NC(C)C (diisopropylamine), C(CCC)[Li] (n-butyl lithium), C1(CCCCC1)CC(C(=O)OC)C (methyl 3-cyclohexyl-2-methylpropionate). Solvent: [Cl-].[NH4+] (ammonium chloride), C1CCOC1 (THF). Conditions: temperature -78 celsius, time 30 minute. The product is C1(CCCCC1)CC(C(=O)OC)(C)C (methyl 3-cyclohexyl-2,2-dimethylpropionate). The yield is 68.5%. As a reaction SMILES: [CH:1](NC(C)C)(C)C.C([Li])CCC.[CH:13]1([CH2:19][CH:20]([CH3:25])[C:21]([O:23][CH3:24])=[O:22])[CH2:18][CH2:17][CH2:16][CH2:15][CH2:14]1.CI.CN(P(N(C)C)(N(C)C)=O)C>C1COCC1.[Cl-].[NH4+]>[CH:13]1([CH2:19][C:20]([CH3:1])([CH3:25])[C:21]([O:23][CH3:24])=[O:22])[CH2:18][CH2:17][CH2:16][CH2:15][CH2:14]1 |f:6.7|. Procedure: To a solution of diisopropylamine (8.9 ml, 63.3 mmol) in 100 ml of anhydrous THF was added dropwise n-butyl lithium (1.59N, 39.8 ml, 63.3 mmol) at -78° C. under argon atmosphere. After the mixture was stirred at -78° C. for 30 minutes, methyl 3-cyclohexyl-2-methylpropionate (7.7829 g, 42.2 mmol) was added dropwise. After the mixture was stirred at -78° C. for 30 minutes, a solution of methyl iodide (3.9 ml, 63.3 mmol) in HMPA (2.2 ml, 12.7 mmol) was added dropwise. After being stirred at -78° C.... Yields the product NCCCC(=O)N1CCN(C(c2ccccc2)c2ccccc2)CC1. Reaction SMILES: [Cl:1][CH2:2][CH2:3][CH2:4][C:5](=[O:6])[N:7]1[CH2:8][CH2:9][N:10]([CH:13]([c:14]2[cH:15][cH:16][cH:17][cH:18][cH:19]2)[c:20]2[cH:21][cH:22][cH:23][cH:24][cH:25]2)[CH2:11][CH2:12]1.[I-:31].[K+:30].[N-:27]=[N+:28]=[N-:29].[Na+:26].[O:32]=[CH:33][N:34]([CH3:35])[CH3:36]>>[CH2:2]([CH2:3][CH2:4][C:5](=[O:6])[N:7]1[CH2:8][CH2:9][N:10]([CH:13]([c:14]2[cH:15][cH:16][cH:17][cH:18][cH:19]2)[c:20]2[cH:21][cH:22][cH:23][cH:24][cH:25]2)[CH2:11][CH2:12]1)[NH2:27]. The reactants are O=C(CCCCl)N1CCN(C(c2ccccc2)c2ccccc2)CC1, [I-], [K+], [N-]=[N+]=[N-], [Na+], CN(C)C=O. Run in C(Cl)(Cl)(Cl)Cl (CCl4). Reported procedure: The mixture of 6-bromo-7-methyl-1,1,4,4-tetramethyl-1,2,3,4-tetrahydronaphthalene (4.20 g, 15 mmol), NBS (3.20 g, 18 mmol), 2,2′-azobisisobutyronitrile (0.3 g, 1.8 mmol) and CCl4 (120 mL) was heated at reflux for 16 hours. The mixture was concentrated under reduced pressure to about 50 mL. The reaction was then filtered, and the solid was washed with Et2O (20 mL). The combined organic solution was then concentrated under vacuum to generate crude product. Crude 91.2 was generated as a brown oil a... As a reaction SMILES: [Br:1][C:2]1[CH:3]=[C:4]2[C:9](=[CH:10][C:11]=1[CH3:12])[C:8]([CH3:14])([CH3:13])[CH2:7][CH2:6][C:5]2([CH3:16])[CH3:15].C1C(=O)N([Br:24])C(=O)C1.N(C(C)(C)C#N)=NC(C)(C)C#N>C(Cl)(Cl)(Cl)Cl>[Br:1][C:2]1[CH:3]=[C:4]2[C:9](=[CH:10][C:11]=1[CH2:12][Br:24])[C:8]([CH3:14])([CH3:13])[CH2:7][CH2:6][C:5]2([CH3:16])[CH3:15]. Reactants: BrC=1C=C2C(CCC(C2=CC1C)(C)C)(C)C (6-bromo-7-methyl-1,1,4,4-tetramethyl-1,2,3,4-tetrahydronaphthalene), C1CC(=O)N(C1=O)Br (NBS), N(=NC(C#N)(C)C)C(C#N)(C)C (2,2′-azobisisobutyronitrile). Product: BrC=1C=C2C(CCC(C2=CC1CBr)(C)C)(C)C (6-Bromo-7-(bromomethyl)-1,1,4,4-tetramethyl-1,2,3,4-tetrahydronaphthalene). Starting materials: ClC=1N(N=C2C=CC=CC12)C1=CC=C(OCCCN2CCC(CC2)C(=O)OC)C=C1 (methyl 1-{3-[4-(3-chloro-indazol-2-yl)-phenoxy]-propyl}-piperidine-4-carboxylate), [BH4-].[Na+] (NaBH4). The solvent is C1CCOC1 (THF). Conditions: time 4 hour. Product: ClC=1N(N=C2C=CC=CC12)C1=CC=C(OCCCN2CCC(CC2)CO)C=C1 ((1-{3-[4-(3-Chloro-indazol-2-yl)-phenoxy]-propyl}-piperidin-4-yl)-methanol). As a reaction SMILES: [Cl:1][C:2]1[N:3]([C:11]2[CH:30]=[CH:29][C:14]([O:15][CH2:16][CH2:17][CH2:18][N:19]3[CH2:24][CH2:23][CH:22]([C:25](OC)=[O:26])[CH2:21][CH2:20]3)=[CH:13][CH:12]=2)[N:4]=[C:5]2[C:10]=1[CH:9]=[CH:8][CH:7]=[CH:6]2.[BH4-].[Na+]>C1COCC1>[Cl:1][C:2]1[N:3]([C:11]2[CH:12]=[CH:13][C:14]([O:15][CH2:16][CH2:17][CH2:18][N:19]3[CH2:24][CH2:23][CH:22]([CH2:25][OH:26])[CH2:21][CH2:20]3)=[CH:29][CH:30]=2)[N:4]=[C:5]2[C:10]=1[CH:9]=[CH:8][CH:7]=[CH:6]2 |f:1.2|. Procedure: To a solution of methyl 1-{3-[4-(3-chloro-indazol-2-yl)-phenoxy]-propyl}-piperidine-4-carboxylate (0.1 g, 0.21 mmol) in THF (10 mL) was added NaBH4 (23 mg, 0.63 mmol) at 0° C. in portions. The reaction mixture was stirred at room temperature for 4 h. After it was quenched with water, the mixture was extracted with ethyl acetate, washed with brine and water, dried over Na2SO4 and concentrated in vacuo. The crude product was purified by a column chromatography on silica gel eluting with 20% ethyl ... Reaction SMILES: [F:1][c:2]1[cH:3][c:4]([CH2:9][C:10](=[O:11])[NH:12][CH:13]([CH3:14])[C:15](=[O:16])[OH:17])[cH:5][c:6]([F:8])[cH:7]1.[NH2:18][CH:19]1[C:20](=[O:31])[O:21][C:22]([CH3:29])([CH3:30])[c:23]2[cH:24][cH:25][cH:26][cH:27][c:28]21>>[F:1][c:2]1[cH:3][c:4]([CH2:9][C:10](=[O:11])[NH:12][CH:13]([CH3:14])[C:15](=[O:17])[NH:18][CH:19]2[C:20](=[O:31])[O:21][C:22]([CH3:29])([CH3:30])[c:23]3[cH:24][cH:25][cH:26][cH:27][c:28]32)[cH:5][c:6]([F:8])[cH:7]1. Product: CC(NC(=O)Cc1cc(F)cc(F)c1)C(=O)NC1C(=O)OC(C)(C)c2ccccc21. Reactants: CC(NC(=O)Cc1cc(F)cc(F)c1)C(=O)O, CC1(C)OC(=O)C(N)c2ccccc21. Starting materials: CC1=CC=C(C=C1)C1=NC2=CC=CC(=C2N=C1C1=CC=C(C=C1)C)NC1=CC=C(C=C1)[N+](=O)[O-] (2,3-di(4-methylphenyl)-5-(4-nitrophenyl)aminoquinoxaline). Solvent: O1CCCC1 (tetrahydrofuran). Product: CC1=CC=C(C=C1)C1=NC2=CC=C(C(=C2N=C1C1=CC=C(C=C1)C)C1=CC=C(C=C1)N)N (2,3-di(4-methylphenyl)-5-(4-aminophenyl)-aminoquinoxaline). Reaction SMILES: [CH3:1][C:2]1[CH:7]=[CH:6][C:5]([C:8]2[C:17]([C:18]3[CH:23]=[CH:22][C:21]([CH3:24])=[CH:20][CH:19]=3)=[N:16][C:15]3[C:10](=[CH:11][CH:12]=[CH:13][C:14]=3[NH:25]C3C=CC([N+]([O-])=O)=CC=3)[N:9]=2)=[CH:4][CH:3]=1>O1CCCC1>[CH3:24][C:21]1[CH:22]=[CH:23][C:18]([C:17]2[C:8]([C:5]3[CH:4]=[CH:3][C:2]([CH3:1])=[CH:7][CH:6]=3)=[N:9][C:10]3[C:11](=[CH:12][CH:13]=[C:14]([NH2:25])[C:15]=3[C:13]3[CH:14]=[CH:15][C:10]([NH2:9])=[CH:11][CH:12]=3)[N:16]=2)=[CH:19][CH:20]=1. Reported procedure: 5.9 g (13.2 mmol) of 2,3-di(4-methylphenyl)-5-(4-nitrophenyl)aminoquinoxaline was dissolved in 70 ml of tetrahydrofuran, and the reaction container was purged with nitrogen. Thereafter, 2.0 g of 5% Pd/C (hydrous) was added to the system, which was satisfactorily purged with nitrogen again. This system was subsequently purged with hydrogen gas and reacted at room temperature for 13 hours. After completion of the reaction, the system was filtered. The resulting filtration residue was washed with t... Reactants: [Br-], [Br-], [Br-], CCCC[N+](CCCC)(CCCC)CCCC, CCCC[N+](CCCC)(CCCC)CCCC, CCCC[N+](CCCC)(CCCC)CCCC, CO, ClCCl, CC(=O)c1ccc(S(=O)(=O)NC2CCC(C(=O)NC(C)c3ccc(F)cc3)CC2)cc1. Yields the product CC(NC(=O)C1CCC(NS(=O)(=O)c2ccc(C(=O)CBr)cc2)CC1)c1ccc(F)cc1. As a reaction SMILES: [Br-:1].[Br-:2].[Br-:3].[CH2:21]([N+:22]([CH2:23][CH2:24][CH2:25][CH3:26])([CH2:27][CH2:28][CH2:29][CH3:30])[CH2:31][CH2:32][CH2:33][CH3:34])[CH2:35][CH2:36][CH3:37].[CH2:38]([N+:39]([CH2:40][CH2:41][CH2:42][CH3:43])([CH2:44][CH2:45][CH2:46][CH3:47])[CH2:48][CH2:49][CH2:50][CH3:51])[CH2:52][CH2:53][CH3:54].[CH2:4]([N+:5]([CH2:6][CH2:7][CH2:8][CH3:9])([CH2:10][CH2:11][CH2:12][CH3:13])[CH2:14][CH2:15][CH2:16][CH3:17])[CH2:18][CH2:19][CH3:20].[CH3:89][OH:90].[Cl:86][CH2:87][Cl:88].[F:55][c:56]1[cH:57][cH:58][c:59]([CH:62]([CH3:63])[NH:64][C:65](=[O:66])[CH:67]2[CH2:68][CH2:69][CH:70]([NH:73][S:74](=[O:75])(=[O:76])[c:77]3[cH:78][cH:79][c:80]([C:83]([CH3:84])=[O:85])[cH:81][cH:82]3)[CH2:71][CH2:72]2)[cH:60][cH:61]1>>[Br:1][CH2:84][C:83]([c:80]1[cH:79][cH:78][c:77]([S:74]([NH:73][CH:70]2[CH2:69][CH2:68][CH:67]([C:65]([NH:64][CH:62]([c:59]3[cH:58][cH:57][c:56]([F:55])[cH:61][cH:60]3)[CH3:63])=[O:66])[CH2:72][CH2:71]2)(=[O:75])=[O:76])[cH:82][cH:81]1)=[O:85].